Task: describe an organic reaction: reactants, conditions, products, and yield. Dataset: the Open Reaction Database (ORD), a public repository of structured organic reaction records Reactants: [N-]=[N+]=NCC1CN(c2ccc(S(=O)CCF)c(F)c2)C(=O)O1, CS(=O)c1ccc(N2CC(CN)OC2=O)cc1F, c1ccc(P(c2ccccc2)c2ccccc2)cc1. Yields the product NCC1CN(c2ccc(S(=O)CCF)c(F)c2)C(=O)O1. As a reaction SMILES: [N:19](=[N+:20]=[N-:21])[CH2:22][CH:23]1[CH2:24][N:25]([c:29]2[cH:30][c:31]([F:40])[c:32]([S:35](=[O:36])[CH2:37][CH2:38][F:39])[cH:33][cH:34]2)[C:26](=[O:28])[O:27]1.[NH2:1][CH2:2][CH:3]1[O:4][C:5](=[O:6])[N:7]([c:8]2[cH:9][cH:10][c:11]([S:12]([CH3:13])=[O:14])[c:15]([F:16])[cH:17]2)[CH2:18]1.[c:41]1([P:42]([c:43]2[cH:44][cH:45][cH:46][cH:47][cH:48]2)[c:49]2[cH:50][cH:51][cH:52][cH:53][cH:54]2)[cH:55][cH:56][cH:57][cH:58][cH:59]1>>[NH2:19][CH2:22][CH:23]1[CH2:24][N:25]([c:29]2[cH:30][c:31]([F:40])[c:32]([S:35](=[O:36])[CH2:37][CH2:38][F:39])[cH:33][cH:34]2)[C:26](=[O:28])[O:27]1.